From a dataset of the Open Reaction Database (ORD), a public repository of structured organic reaction records. describe an organic reaction: reactants, conditions, products, and yield Starting materials: OC=1C=C(C=CC1)SC1=CC=C(C(=O)OC)C=C1 (methyl 4-(3-hydroxyphenylsulfanyl)benzoate), BrCCCCBr (1,4-dibromobutane), C([O-])([O-])=O.[K+].[K+] (potassium carbonate). Run in CC(CC(C)=O)C (4-methylpentane-2-one). Product: BrCCCCOC=1C=C(C=CC1)SC1=CC=C(C(=O)OC)C=C1 (Methyl 4-(3-(4-Bromobutoxy)phenylsulfanyl)benzoate). Reaction SMILES: [OH:1][C:2]1[CH:3]=[C:4]([S:8][C:9]2[CH:18]=[CH:17][C:12]([C:13]([O:15][CH3:16])=[O:14])=[CH:11][CH:10]=2)[CH:5]=[CH:6][CH:7]=1.[Br:19][CH2:20][CH2:21][CH2:22][CH2:23]Br.C(=O)([O-])[O-].[K+].[K+]>CC(C)CC(=O)C>[Br:19][CH2:20][CH2:21][CH2:22][CH2:23][O:1][C:2]1[CH:3]=[C:4]([S:8][C:9]2[CH:18]=[CH:17][C:12]([C:13]([O:15][CH3:16])=[O:14])=[CH:11][CH:10]=2)[CH:5]=[CH:6][CH:7]=1 |f:2.3.4|. Reported procedure: A stirred mixture of methyl 4-(3-hydroxyphenylsulfanyl)benzoate (13.0 g, 50.0 mmol) and 1,4-dibromobutane (21.0 g, 0.1 mol), anhydrous potassium carbonate (16.0 g) and 4-methylpentane-2-one (150 ml) was refluxed for 13 h. The hot mixture was filtered, the filtrate was evaporated to dryness and the partially crystalline residue was dissolved in a mixture of dichloromethane-petroleum ether (1:1) and then purified by column chromatography on silica gel using the same solvent mixture. The title este...